Dataset: the Open Reaction Database (ORD), a public repository of structured organic reaction records. Task: describe an organic reaction: reactants, conditions, products, and yield The reactants are ClC=1C=C(C=C(C1)Cl)C1=NN(C(=C1)C=1C=NC2=CC(=CC=C2C1)OC)[C@@H](C)C1=CC=C(C(=O)OCC)C=C1 (Ethyl 4-{(1S)-1-[3-(3,5-dichlorophenyl)-5-(7-methoxyquinolin-3-yl)-1H-pyrazol-1-yl]ethyl}benzoate), [OH-].[Na+] (sodium hydroxide). The solvent is C1CCOC1.CO (THF MeOH). The product is ClC=1C=C(C=C(C1)Cl)C1=NN(C(=C1)C=1C=NC2=CC(=CC=C2C1)OC)[C@@H](C)C1=CC=C(C(=O)O)C=C1 (4-{(1S)-1-[3-(3,5-dichlorophenyl)-5-(7-methoxyquinolin-3-yl)-1H-pyrazol-1-yl]ethyl}benzoic acid). RXN SMILES: [Cl:1][C:2]1[CH:3]=[C:4]([C:9]2[CH:13]=[C:12]([C:14]3[CH:15]=[N:16][C:17]4[C:22]([CH:23]=3)=[CH:21][CH:20]=[C:19]([O:24][CH3:25])[CH:18]=4)[N:11]([C@H:26]([C:28]3[CH:38]=[CH:37][C:31]([C:32]([O:34]CC)=[O:33])=[CH:30][CH:29]=3)[CH3:27])[N:10]=2)[CH:5]=[C:6]([Cl:8])[CH:7]=1.[OH-].[Na+]>C1COCC1.CO>[Cl:8][C:6]1[CH:5]=[C:4]([C:9]2[CH:13]=[C:12]([C:14]3[CH:15]=[N:16][C:17]4[C:22]([CH:23]=3)=[CH:21][CH:20]=[C:19]([O:24][CH3:25])[CH:18]=4)[N:11]([C@H:26]([C:28]3[CH:29]=[CH:30][C:31]([C:32]([OH:34])=[O:33])=[CH:37][CH:38]=3)[CH3:27])[N:10]=2)[CH:3]=[C:2]([Cl:1])[CH:7]=1 |f:1.2,3.4|. Procedure details: To a solution of the intermediate from step G (67 mg, 0.12 mmol) in 4 mL of 1:1 THF/MeOH was added sodium hydroxide (5N, 1 mL). After stirring the reaction at room temperature for 1 hour it was concentrated in vacuo to remove THF/MeOH. The resulting aqueous mixture was acidified with 1N HCl until the pH was slightly acidic (pH=5). The resulting solution was extracted with EtOAc (3×), and the combined organic layers were then washed with brine, dried over anhydrous MgSO4, filtered and concentrate... Reactants: CC1=CC=C(C=C1)C1=C(C(=O)NNC(=O)N)C=CC=C1 (1-(2-(4-Methylphenyl)benzoyl]semicarbazide), P(=O)(Cl)(Cl)Cl (phosphorus oxychloride). The solvent is C1=CC=CC=C1 (benzene). The product is CC1=CC=C(C=C1)C1=C(C=CC=C1)C1NC(NN1)=O (2,5-Dihydro-5-(4'-methylbiphenyl-2-yl)-1,2,4-triazol-3-one). Yield: 78.6%. RXN SMILES: [CH3:1][C:2]1[CH:7]=[CH:6][C:5]([C:8]2[CH:20]=[CH:19][CH:18]=[CH:17][C:9]=2[C:10]([NH:12][NH:13][C:14]([NH2:16])=[O:15])=O)=[CH:4][CH:3]=1.P(Cl)(Cl)(Cl)=O>C1C=CC=CC=1>[CH3:1][C:2]1[CH:7]=[CH:6][C:5]([C:8]2[CH:20]=[CH:19][CH:18]=[CH:17][C:9]=2[CH:10]2[NH:12][NH:13][C:14](=[O:15])[NH:16]2)=[CH:4][CH:3]=1. Procedure: 1-(2-(4-Methylphenyl)benzoyl]semicarbazide (4.6 g) and phosphorus oxychloride (10.3 g) were suspended in benzene (100 ml), and the suspension was heated for 3 hours under reflux. The reaction mixture was concentrated to dryness under reduced pressure. To the residue was added water, and resulting crystalline precipitate was collected by filtration. Recrystallization from methanol afforded the title compound as colorless needles (3.4 g, 79%), m.p.245°-246° C. (decomp.). Starting materials: diene, CC(C)=CC=CC(=CC)C (2,6-dimethyl-2,4,6-octatriene), C([O-])(O)=O.[Na+] (sodium bicarbonate), CC(C)=C (isobutylene), C/C=C(\C)/C=C/C=C(C)C (alloocimene). The product is COC(C)(C)C1=CC=C(C=C1)C=C (p-Vinylcumyl methyl ether). As a reaction SMILES: CC(=C)C.[CH3:5]/[CH:6]=[C:7](/[CH:9]=[CH:10]/[CH:11]=[C:12]([CH3:14])[CH3:13])\[CH3:8].[CH3:15]C(=CC=CC(C)=CC)C.[C:25](=[O:28])(O)[O-].[Na+]>>[CH3:25][O:28][C:12]([C:11]1[CH:5]=[CH:6][C:7]([CH:8]=[CH2:15])=[CH:9][CH:10]=1)([CH3:14])[CH3:13] |f:3.4|. Procedure: The following examples show that conjugated diene units can also be incorporated in butyl elastomers by carbocationic copolymerization with isobutylene. Technical grade (80%) alloocimene, (2,6-dimethyl-2,4,6-octatriene) of 95.6% actual purity level which was purchased from Aldrich and dried by column chromatography using aluminum oxide (neutral, Brockmann I activity (Aldrich) and degassed by freeze-pump-thaw technique. Isobutylene (IB), 99% purity and methyl chloride (MeCl), 99.5% purity (Mathes...